This data is from the Open Reaction Database (ORD), a public repository of structured organic reaction records. The task is: describe an organic reaction: reactants, conditions, products, and yield Starting materials: C(C1=CC=C(C(=O)O)C=C1)(=O)O (terephthalic acid), OC1=CC=C(C=C1)C(C)(C)C1=CC=C(C=C1)O.C1CO1 (bisphenol A ethylene oxide), polyester. The product is C1(CCCCC1)(CO)CO (cyclohexane dimethanol). RXN SMILES: C(O)(=O)[C:2]1[CH:10]=[CH:9][C:5]([C:6]([OH:8])=O)=[CH:4][CH:3]=1.[OH:13][C:14]1C=CC(C(C2C=CC(O)=CC=2)(C)C)=CC=1.C1OC1>>[C:5]1([CH2:6][OH:8])([CH2:14][OH:13])[CH2:4][CH2:3][CH2:2][CH2:10][CH2:9]1 |f:1.2|. Procedure: As a thermoplastic resin there was used a 5:4:1 (by mole) of terephthalic acid, bisphenol A-ethylene oxide adduct and linear polyester obtained from cyclohexane dimethanol (Tg: 62° C.; Mn: 4,500; Mw: 10,000). To 100 parts by weight of this thermoplastic resin were then added 5 parts by weight of benzidine yellow as a colorant for yellow toner, 4 parts by weight of pigment red as a colorant for magenta toner, 4 parts by weight of phthalocyanine blue as a colorant for cyan toner or 5 parts by weig...